Dataset: the Open Reaction Database (ORD), a public repository of structured organic reaction records. Task: describe an organic reaction: reactants, conditions, products, and yield Reactants: C(C)OC(=O)C1=C(N(C2=C(C(=C(C=C2C1=O)F)N1C[C@@H](CC1)C(C)(C)N)OC(F)F)C1CC1)S(=O)(=O)C ((R)-7-[3-(1-amino-1-methyl-ethyl)-pyrrolidin-yl]-1-cyclopropyl-6-fluoro-2-methanesulfonyl-8(difluor-methoxy)-4-oxo-1,4-dihydro-quinoline-3-carboxylic Acid Ethyl Ester), O.[SH-].[Na+] (Sodium hydrosulfide hydrate). Run in CN(C)C=O (DMF). Product: C(C)OC(=O)C1=C(N(C2=C(C(=C(C=C2C1=O)F)N1C[C@@H](CC1)C(C)(C)N)OC(F)F)C1CC1)S ((R)-7-[3-(1-amino-1-methyl-ethyl)-pyrrolidin-yl]-1-cyclopropyl-6-fluoro-2-mercapto-8(difluoro-methoxy)-4-oxo-1,4-dihydro-quinoline-3-carboxylic Acid Ethyl Ester). As a reaction SMILES: [CH2:1]([O:3][C:4]([C:6]1[C:15](=[O:16])[C:14]2[C:9](=[C:10]([O:27][CH:28]([F:30])[F:29])[C:11]([N:18]3[CH2:22][CH2:21][C@@H:20]([C:23]([NH2:26])([CH3:25])[CH3:24])[CH2:19]3)=[C:12]([F:17])[CH:13]=2)[N:8]([CH:31]2[CH2:33][CH2:32]2)[C:7]=1[S:34](C)(=O)=O)=[O:5])[CH3:2].O.[SH-].[Na+]>CN(C=O)C>[CH2:1]([O:3][C:4]([C:6]1[C:15](=[O:16])[C:14]2[C:9](=[C:10]([O:27][CH:28]([F:29])[F:30])[C:11]([N:18]3[CH2:22][CH2:21][C@@H:20]([C:23]([NH2:26])([CH3:25])[CH3:24])[CH2:19]3)=[C:12]([F:17])[CH:13]=2)[N:8]([CH:31]2[CH2:33][CH2:32]2)[C:7]=1[SH:34])=[O:5])[CH3:2] |f:1.2.3|. Reported procedure: Compound 14 (1.6 g, 2.93 mmol) is dissolved in DMF (40 mL) under an atmosphere of argon. Sodium hydrosulfide hydrate crystals (Aldrich, 72.6% by titration, 330 mg, 5.88 mmol) are added to this solution. The resulting mixture is sparged slowly with argon for 30 min. The progress of the reaction is monitored by HPLC-MS, and judged to be complete (≦2% of 14 remains) after 5 h. Excess sodium hydrosulfide is quenched upon addition of aq. HCl (4.5 mL, 4 N). The resulting orange solution (pH ˜2) is spa...